describe an organic reaction: reactants, conditions, products, and yield From a dataset of the Open Reaction Database (ORD), a public repository of structured organic reaction records. The reactants are stainless steel, aldehyde, C(C)(C)[C@@H]1CC[C@H](CC1)CO (trans-4-isopropyl-cyclohexylmethanol). The reagents and catalysts are [Ru] (ruthenium). Run in COCCOC (1,2-dimethoxy-ethane). Yields the product C(C)(C)C1CCC(CC1)CO (4-Isopropyl-cyclohexylmethanol). As a reaction SMILES: [CH:1]([C@H:4]1[CH2:9][CH2:8][C@H:7]([CH2:10][OH:11])[CH2:6][CH2:5]1)([CH3:3])[CH3:2]>[Ru].COCCOC>[CH:1]([CH:4]1[CH2:9][CH2:8][CH:7]([CH2:10][OH:11])[CH2:6][CH2:5]1)([CH3:3])[CH3:2]. Procedure details: A mixture of 200 g of cuminic aldehyde, 200 g of 1,2-dimethoxy-ethane and 6 g of ruthenium -- 5% on charcoal; Doduco Chemie Werk, Sinsheim Elsenz, West Germany -- were heated in a stainless steel autoclave at 130° and at a pressure of 100 atm, for 25 h. The obtained reaction mixture was then filtered and subjected to a fractional distillation to yield 176 g (85%) of a 70 : 30 (parts by weight) mixture of cis and trans-4-isopropyl-cyclohexylmethanol. Starting materials: aqueous solution, [OH-].[Na+] (sodium hydroxide), COC1=CC=C(CS[C@H]2C[C@H](N(C2)C)C(=O)OC)C=C1 ((2S, 4S)-4-(4-methoxybenzylthio)-2-methoxycarbonyl-1-methylpyrrolidine), Cl (hydrochloric acid). Run in CO (methanol). Run at time 3 hour. Yields the product C(=O)(O)[C@H]1N(C[C@H](C1)SCC1=CC=C(C=C1)OC)C ((2S, 4S)-2-carboxy-4-(4-methoxybenzylthio)-1-methylpyrrolidine). As a reaction SMILES: [OH-].[Na+].[CH3:3][O:4][C:5]1[CH:22]=[CH:21][C:8]([CH2:9][S:10][C@@H:11]2[CH2:15][N:14]([CH3:16])[C@H:13]([C:17]([O:19]C)=[O:18])[CH2:12]2)=[CH:7][CH:6]=1.Cl>CO>[C:17]([C@@H:13]1[CH2:12][C@H:11]([S:10][CH2:9][C:8]2[CH:7]=[CH:6][C:5]([O:4][CH3:3])=[CH:22][CH:21]=2)[CH2:15][N:14]1[CH3:16])([OH:19])=[O:18] |f:0.1|. Procedure details: 1.92 ml of a 1N aqueous solution of sodium hydroxide was added to a solution of 378 mg of (2S, 4S)-4-(4-methoxybenzylthio)-2-methoxycarbonyl-1-methylpyrrolidine [prepared as described in step (10) above] dissolved in 3.84 ml of methanol, and the mixture was stirred at room temperature for 3 hours, At the end of this time, the mixture was neutralized by the addition of 1.92 ml of 1N aqueous hydrochloric acid. The solvent was then removed by distillation under reduced pressure, and the residue was... Product: C(C)OCCC(=O)OO (3-Ethoxyperoxypropionic acid). The reactants are C(CC)OCCC(=O)O (3-Propoxypropionic acid), OO (hydrogen peroxide), S(O)(O)(=O)=O (sulfuric acid), [I-].[K+].S(=S)(=O)([O-])[O-].[Na+].[Na+] (Potassium iodide sodium thiosulfate), C(=O)OO (peroxycarboxylic acid), Compound 3. Run at time 4 day. As a reaction SMILES: [CH2:1]([O:4][CH2:5][CH2:6][C:7]([OH:9])=[O:8])[CH2:2]C.OO.S(=O)(=O)(O)[OH:13].[I-].[K+].S([O-])([O-])(=O)=S.[Na+].[Na+].C(OO)=O>>[CH2:1]([O:4][CH2:5][CH2:6][C:7]([O:9][OH:13])=[O:8])[CH3:2] |f:3.4.5.6.7|. Procedure details: 3-Propoxypropionic acid (25.0 g, 189 mmol) was added with 50% aqueous hydrogen peroxide (16.4 mL, 284 mmol) and concentrated sulfuric acid (0.5 mL, 9.4 mmol) and left at room temperature for 4 days. Potassium iodide/sodium thiosulfate titration as described in Example 1 was conducted to determine the concentration of peroxycarboxylic acid 3 (Compound 3) after the 4 days. Reactants: COC([C@H](CC=O)N1CCN(CCC1=O)C1=CC=CC=C1)=O ((S)-4-oxo-2-(7-oxo-4-phenyl-[1,4]diazepan-1-yl)-butyric acid methyl ester), Cl.C1CC12[C@@H](CNCC2)O ((S)-6-aza-spiro[2.5]octan-4-ol hydrochloride), Cl.C1CC12[C@@H](CNCC2)O ((S)-6-aza-spiro[2.5]octan-4-ol hydrochloride). Product: COC([C@H](CCN1C[C@H](C2(CC2)CC1)O)N1CCN(CCC1=O)C1=CC=CC=C1)=O ((S)-4-((S)-4-Hydroxy-6-aza-spiro[2.5]oct-6-yl)-2-(7-oxo-4-phenyl-[1,4]diazepan-1-yl)-butyric acid methyl ester). Reaction SMILES: [CH3:1][O:2][C:3](=[O:22])[C@@H:4]([N:8]1[C:14](=[O:15])[CH2:13][CH2:12][N:11]([C:16]2[CH:21]=[CH:20][CH:19]=[CH:18][CH:17]=2)[CH2:10][CH2:9]1)[CH2:5][CH:6]=O.Cl.[CH2:24]1[C:26]2([CH2:31][CH2:30][NH:29][CH2:28][C@H:27]2[OH:32])[CH2:25]1>>[CH3:1][O:2][C:3](=[O:22])[C@@H:4]([N:8]1[C:14](=[O:15])[CH2:13][CH2:12][N:11]([C:16]2[CH:21]=[CH:20][CH:19]=[CH:18][CH:17]=2)[CH2:10][CH2:9]1)[CH2:5][CH2:6][N:29]1[CH2:30][CH2:31][C:26]2([CH2:24][CH2:25]2)[C@H:27]([OH:32])[CH2:28]1 |f:1.2|. Procedure details: In analogy to the procedure described in example 1K, (S)-4-oxo-2-(7-oxo-4-phenyl-[1,4]diazepan-1-yl)-butyric acid methyl ester and (S)-6-aza-spiro[2.5]octan-4-ol hydrochloride (intermediate 2) gave the title compound in 50% as light yellow foam. MS: 416.3 (MH+). Starting materials: CO, CCCC(Oc1ccc2c(-c3ccc(Cl)cc3)noc2c1)C(=O)OCC, Cl, [Na+], [OH-]. Product: CCCC(Oc1ccc2c(-c3ccc(Cl)cc3)noc2c1)C(=O)O. As a reaction SMILES: [CH3:30][OH:31].[Cl:1][c:2]1[cH:3][cH:4][c:5](-[c:8]2[n:9][o:10][c:11]3[c:12]2[cH:13][cH:14][c:15]([O:17][CH:18]([C:19](=[O:20])[O:21][CH2:22][CH3:23])[CH2:24][CH2:25][CH3:26])[cH:16]3)[cH:6][cH:7]1.[ClH:29].[Na+:28].[OH-:27]>>[Cl:1][c:2]1[cH:3][cH:4][c:5](-[c:8]2[n:9][o:10][c:11]3[c:12]2[cH:13][cH:14][c:15]([O:17][CH:18]([C:19](=[O:20])[OH:21])[CH2:24][CH2:25][CH3:26])[cH:16]3)[cH:6][cH:7]1. Starting materials: ClC1=CC(=C(COC2=CC(NC=C2)=O)C=C1)F (4-(4-chloro-2-fluorobenzyloxy)pyridin-2(1H)-one), BrC=1C=CC2=C(N(C3=C2CN(CCC3)C(=O)OC(C)(C)C)C)N1 (tert-butyl 2-bromo-10-methyl-7,8,9,10-tetrahydropyrido[3′,2′:4,5]pyrrolo[3,2-c]azepine-6(5H)-carboxylate), OC=1C=CC=C2C=CC=NC12 (8-hydroxyquinoline), C(=O)([O-])[O-].[Cs+].[Cs+] (Cs2CO3), Cl (HCl). Reagents/catalysts: [Cu]I (CuI). Run in CS(=O)C (DMSO), CCOCC (Et2O), C(Cl)Cl (CH2Cl2). Conditions: temperature 135 celsius, time 21 hour. Yields the product Cl.ClC1=CC(=C(COC2=CC(N(C=C2)C=2C=CC3=C(N(C4=C3CNCCC4)C)N2)=O)C=C1)F (4-(4-Chloro-2-fluorobenzyloxy)-1-(10-methyl-5,6,7,8,9,10-hexahydropyrido[3′,2′:4,5]pyrrolo[3,2-c]azepin-2-yl)pyridin-2(1H)-one hydrochloride). The yield is 88.5%. RXN SMILES: [Cl:1][C:2]1[CH:16]=[CH:15][C:5]([CH2:6][O:7][C:8]2[CH:13]=[CH:12][NH:11][C:10](=[O:14])[CH:9]=2)=[C:4]([F:17])[CH:3]=1.Br[C:19]1[CH:20]=[CH:21][C:22]2[C:26]3[CH2:27][N:28](C(OC(C)(C)C)=O)[CH2:29][CH2:30][CH2:31][C:25]=3[N:24]([CH3:39])[C:23]=2[N:40]=1.OC1C=CC=C2C=1N=CC=C2.C([O-])([O-])=O.[Cs+].[Cs+].Cl>CS(C)=O.CCOCC.C(Cl)Cl.[Cu]I>[ClH:1].[Cl:1][C:2]1[CH:16]=[CH:15][C:5]([CH2:6][O:7][C:8]2[CH:13]=[CH:12][N:11]([C:19]3[CH:20]=[CH:21][C:22]4[C:26]5[CH2:27][NH:28][CH2:29][CH2:30][CH2:31][C:25]=5[N:24]([CH3:39])[C:23]=4[N:40]=3)[C:10](=[O:14])[CH:9]=2)=[C:4]([F:17])[CH:3]=1 |f:3.4.5,11.12|. Procedure details: A suspension of 4-(4-chloro-2-fluorobenzyloxy)pyridin-2(1H)-one (46 mg, 0.18 mmol), tert-butyl 2-bromo-10-methyl-7,8,9,10-tetrahydropyrido[3′,2′:4,5]pyrrolo[3,2-c]azepine-6(5H)-carboxylate (76 mg, 0.20 mmol), CuI (41 mg, 0.22 mmol), 8-hydroxyquinoline (5 mg, 0.04 mmol) and Cs2CO3 (65 mg, 0.20 mmol) in DMSO (10 mL) was degassed under reduced pressure for 45 min. The suspension was put under N2 and stirred at 135° C. for 21 h. The suspension was cooled, 9:0.9:0.1 CH2Cl2/MeOH/NH4OH (10 mL) was adde...